This data is from the Open Reaction Database (ORD), a public repository of structured organic reaction records. The task is: describe an organic reaction: reactants, conditions, products, and yield The reactants are CC(C)(C)OC(=O)N1CCc2cc(-c3coc4ccnc(N)c34)ccc21, O=C1CCC(=O)N1I, CN(C)C=O, O. Yields the product CC(C)(C)OC(=O)N1CCc2cc(-c3coc4c(I)cnc(N)c34)ccc21. Reaction SMILES: [NH2:9][c:10]1[n:11][cH:12][cH:13][c:14]2[c:15]1[c:16](-[c:19]1[cH:20][c:21]3[c:25]([cH:26][cH:27]1)[N:24]([C:28](=[O:29])[O:30][C:31]([CH3:32])([CH3:33])[CH3:34])[CH2:23][CH2:22]3)[cH:17][o:18]2.[O:1]=[C:2]1[N:3]([I:8])[C:4](=[O:5])[CH2:6][CH2:7]1.[O:36]=[CH:37][N:38]([CH3:39])[CH3:40].[OH2:35]>>[I:8][c:13]1[cH:12][n:11][c:10]([NH2:9])[c:15]2[c:14]1[o:18][cH:17][c:16]2-[c:19]1[cH:20][c:21]2[c:25]([cH:26][cH:27]1)[N:24]([C:28](=[O:29])[O:30][C:31]([CH3:32])([CH3:33])[CH3:34])[CH2:23][CH2:22]2. Yields the product CNC(=O)c1cncc(Oc2ccc(N)c(F)c2)c1. Reaction SMILES: [CH3:1][O:2][C:3]([c:4]1[cH:5][n:6][cH:7][c:8]([O:10][c:11]2[cH:12][c:13]([F:18])[c:14]([NH2:17])[cH:15][cH:16]2)[cH:9]1)=[O:19].[CH3:20][NH2:21].[CH3:22][OH:23]>>[C:3]([c:4]1[cH:5][n:6][cH:7][c:8]([O:10][c:11]2[cH:12][c:13]([F:18])[c:14]([NH2:17])[cH:15][cH:16]2)[cH:9]1)(=[O:19])[NH:21][CH3:20]. The reactants are COC(=O)c1cncc(Oc2ccc(N)c(F)c2)c1, CN, CO. Starting materials: N#CC(O)c1ccc(F)c(Oc2ccccc2)c1, CC1(C)C(C=C(F)C(=O)OCC(F)(F)F)C1C(=O)O. Product: CC1(C)C(C=C(F)C(=O)OCC(F)(F)F)C1C(=O)OC(C#N)c1ccc(F)c(Oc2ccccc2)c1. As a reaction SMILES: [C:20](#[N:21])[CH:22]([c:23]1[cH:24][c:25]([O:30][c:31]2[cH:32][cH:33][cH:34][cH:35][cH:36]2)[c:26]([F:29])[cH:27][cH:28]1)[OH:37].[CH3:1][C:2]1([CH3:19])[CH:3]([C:16](=[O:17])[OH:18])[CH:4]1[CH:5]=[C:6]([C:7]([O:8][CH2:9][C:10]([F:11])([F:12])[F:13])=[O:14])[F:15]>>[CH3:1][C:2]1([CH3:19])[CH:3]([C:16](=[O:17])[O:18][CH:22]([C:20]#[N:21])[c:23]2[cH:24][c:25]([O:30][c:31]3[cH:32][cH:33][cH:34][cH:35][cH:36]3)[c:26]([F:29])[cH:27][cH:28]2)[CH:4]1[CH:5]=[C:6]([C:7]([O:8][CH2:9][C:10]([F:11])([F:12])[F:13])=[O:14])[F:15]. Reactants: [BH3-]C#N, CC(=O)O, CCO, O=Cc1c(F)cccc1Cl, Nc1ccc(Cc2cn(S(=O)(=O)c3ccccc3)c3ncccc23)cn1. Yields the product O=S(=O)(c1ccccc1)n1cc(Cc2ccc(NCc3c(F)cccc3Cl)nc2)c2cccnc21. Reaction SMILES: [C:37]([BH3-:38])#[N:39].[C:40]([OH:41])(=[O:42])[CH3:43].[CH2:44]([OH:45])[CH3:46].[Cl:27][c:28]1[c:29]([CH:30]=[O:31])[c:32]([F:36])[cH:33][cH:34][cH:35]1.[c:1]1([S:7](=[O:8])(=[O:9])[n:10]2[cH:11][c:12]([CH2:19][c:20]3[cH:21][cH:22][c:23]([NH2:26])[n:24][cH:25]3)[c:13]3[c:14]2[n:15][cH:16][cH:17][cH:18]3)[cH:2][cH:3][cH:4][cH:5][cH:6]1>>[c:1]1([S:7](=[O:8])(=[O:9])[n:10]2[cH:11][c:12]([CH2:19][c:20]3[cH:21][cH:22][c:23]([NH:26][CH2:30][c:29]4[c:28]([Cl:27])[cH:35][cH:34][cH:33][c:32]4[F:36])[n:24][cH:25]3)[c:13]3[c:14]2[n:15][cH:16][cH:17][cH:18]3)[cH:2][cH:3][cH:4][cH:5][cH:6]1. Isolated yield 76.0%. Reactants: N1=CNC2=C1C=CC=C2 (benzimidazole), C(C)(C)N(C(C)C)CC (N,N-diisopropylethylamine), CN(C)C=O (DMF), resultant solution, C[Si](CCOCCl)(C)C (2-(trimethylsilyl)ethoxymethyl chloride). RXN SMILES: [N:1]1[C:5]2[CH:6]=[CH:7][CH:8]=[CH:9][C:4]=2[NH:3][CH:2]=1.C(N(CC)C(C)C)(C)C.[CH3:19][Si:20]([CH3:27])([CH3:26])[CH2:21][CH2:22][O:23][CH2:24]Cl.CN([CH:31]=[O:32])C>>[CH3:19][Si:20]([CH3:27])([CH3:26])[CH2:21][CH2:22][O:23][CH2:24][N:1]1[C:5]2[CH:6]=[CH:7][CH:8]=[CH:9][C:4]=2[N:3]=[C:2]1[CH:31]=[O:32]. Conditions: time 4 hour. Procedure details: To a stirred solution of benzimidazole (2.00 g, 16.9 mmol) in anhydrous DMF (25 mL) was added N,N-diisopropylethylamine (7.3 mL, 42.2 mmol) followed by 2-(trimethylsilyl)ethoxymethyl chloride (3.3 mL, 18.6 mmol) and the resultant solution was heated to 80□ C. for 4 hours. Purification of the crude brown oil through a plug of silica gel (CH2Cl2/MeOH, 19:1) provided the 1-(2-trimethylsilylethoxymethyl)-benzimidazole (3.19 g, 76%) as an orange oil. 1H NMR (CDCl3) −0.05 (s, 9H), 0.90 (t, 2H, J=9 Hz)... Yields the product C[Si](CCOCN1C(=NC2=C1C=CC=C2)C=O)(C)C (1-[[2-(trimethylsilyl)ethoxy]methyl]-benzimidazole-2-carboxaldehyde).